This data is from the Open Reaction Database (ORD), a public repository of structured organic reaction records. The task is: describe an organic reaction: reactants, conditions, products, and yield The reactants are COC(=O)C=1SC(=C2N=C(NC21)C(NC2CCN(CC2)C(C)C)=O)OCC(F)(F)F (2-(1-Isopropyl-piperidin-4-ylcarbamoyl)-6-(2,2,2-trifluoro-ethoxy)-3H-thieno[3,4-d]imidazole-4-carboxylic acid methyl ester), BrCC1=NOC(=C1)C=1SC(=CC1)Cl (3-bromomethyl-5-(5-chloro-thiophen-2-yl)-isoxazole). The product is COC(=O)C=1SC(=C2N=C(N(C21)CC2=NOC(=C2)C=2SC(=CC2)Cl)C(NC2CCN(CC2)C(C)C)=O)OCC(F)(F)F (3-[5-(5-Chloro-thiophen-2-yl)-isoxazol-3-ylmethyl]-2-(1-isopropyl-piperidin-4-ylcarbamoyl)-6-(2,2,2-trifluoro-ethoxy)-3H-thieno[3,4-d]imidazole-4-carboxylic acid methyl ester). RXN SMILES: [CH3:1][O:2][C:3]([C:5]1[S:6][C:7]([O:25][CH2:26][C:27]([F:30])([F:29])[F:28])=[C:8]2[C:12]=1[NH:11][C:10]([C:13](=[O:24])[NH:14][CH:15]1[CH2:20][CH2:19][N:18]([CH:21]([CH3:23])[CH3:22])[CH2:17][CH2:16]1)=[N:9]2)=[O:4].Br[CH2:32][C:33]1[CH:37]=[C:36]([C:38]2[S:39][C:40]([Cl:43])=[CH:41][CH:42]=2)[O:35][N:34]=1>>[CH3:1][O:2][C:3]([C:5]1[S:6][C:7]([O:25][CH2:26][C:27]([F:28])([F:29])[F:30])=[C:8]2[C:12]=1[N:11]([CH2:32][C:33]1[CH:37]=[C:36]([C:38]3[S:39][C:40]([Cl:43])=[CH:41][CH:42]=3)[O:35][N:34]=1)[C:10]([C:13](=[O:24])[NH:14][CH:15]1[CH2:16][CH2:17][N:18]([CH:21]([CH3:23])[CH3:22])[CH2:19][CH2:20]1)=[N:9]2)=[O:4]. Procedure: 3-[5-(5-Chloro-thiophen-2-yl)-isoxazol-3-ylmethyl]-2-(1-isopropyl-piperidin-4-ylcarbamoyl)-6-(2,2,2-trifluoro-ethoxy)-3H-thieno[3,4-d]imidazole-4-carboxylic acid methyl ester was prepared by a procedure according to example 81 starting from 68.0 mg (0.15 mmol) 2-(1-Isopropyl-piperidin-4-ylcarbamoyl)-6-(2,2,2-trifluoro-ethoxy)-3H-thieno[3,4-d]imidazole-4-carboxylic acid methyl ester and 42.2 mg (0.15 mmol) 3-bromomethyl-5-(5-chloro-thiophen-2-yl)-isoxazole. Purification by preparative RP-HPLC (CH... Starting materials: ClC1=NC=C(C(=O)N)C(=C1)NCC1=CC(=CC=C1)I (6-chloro-4-(3-iodobenzylamino)nicotinamide), N1=CC=C(C=C1)B(O)O (pyridine-4-boronic acid), C(=O)([O-])[O-].[Na+].[Na+] (Na2CO3). The reagents and catalysts are Cl[Pd]([P](C1=CC=CC=C1)(C2=CC=CC=C2)C3=CC=CC=C3)([P](C4=CC=CC=C4)(C5=CC=CC=C5)C6=CC=CC=C6)Cl (Pd(PPh3)2Cl2). Run in O1CCOCC1 (Dioxane), O (H2O). Run at temperature 100 celsius, time 2 hour. Product: ClC1=NC=C(C(=O)N)C(=C1)NCC1=CC(=CC=C1)C1=CC=NC=C1 (6-chloro-4-(3-(pyridine-4-yl)benzylamino)nicotinamide). The yield is 33.1%. RXN SMILES: [Cl:1][C:2]1[CH:10]=[C:9]([NH:11][CH2:12][C:13]2[CH:18]=[CH:17][CH:16]=[C:15](I)[CH:14]=2)[C:5]([C:6]([NH2:8])=[O:7])=[CH:4][N:3]=1.[N:20]1[CH:25]=[CH:24][C:23](B(O)O)=[CH:22][CH:21]=1.C([O-])([O-])=O.[Na+].[Na+]>O1CCOCC1.O.Cl[Pd](Cl)([P](C1C=CC=CC=1)(C1C=CC=CC=1)C1C=CC=CC=1)[P](C1C=CC=CC=1)(C1C=CC=CC=1)C1C=CC=CC=1>[Cl:1][C:2]1[CH:10]=[C:9]([NH:11][CH2:12][C:13]2[CH:18]=[CH:17][CH:16]=[C:15]([C:23]3[CH:24]=[CH:25][N:20]=[CH:21][CH:22]=3)[CH:14]=2)[C:5]([C:6]([NH2:8])=[O:7])=[CH:4][N:3]=1 |f:2.3.4,^1:44,63|. Procedure: To a solution of 6-chloro-4-(3-iodobenzylamino)nicotinamide (200 mg, 0.50 mmol) in Dioxane (2 mL) was added pyridine-4-boronic acid (92 mg, 0.75 mmol) and Pd(PPh3)2Cl2 (56 mg, 0.08 mmol), followed by a solution of Na2CO3 (173 mg, 1.63 mmol) in H2O (1 mL). After stirring at 100° C. for 2 h, it was concentrated and purified by preparative HPLC to give 6-chloro-4-(3-(pyridine-4-yl)benzylamino)nicotinamide (56 mg).